Dataset: the Open Reaction Database (ORD), a public repository of structured organic reaction records. Task: describe an organic reaction: reactants, conditions, products, and yield Starting materials: C(C)(C)(C)OC(NCC1=NC=C(C2=CC(=CC(=C12)OC)OC)C(=O)N1CC2=CC=CC=C2CC1)=O ([4-(3,4-dihydro-1H-isoquinoline-2-carbonyl)-6,8-dimethoxy-isoquinolin-1-ylmethyl]-carbamic acid tert-butyl ester), Cl (HCl). Run in CCOC(=O)C (EtOAc). Conditions: time 8 hour. Yields the product NCC1=NC=C(C2=CC(=CC(=C12)OC)OC)C(=O)N1CC2=CC=CC=C2CC1 ((1-Aminomethyl-6,8-dimethoxy-isoquinolin-4-yl)-(3,4-dihydro-1H-isoquinolin-2-yl)-methanone). Yield: 116.9%. Reaction SMILES: C(OC(=O)[NH:7][CH2:8][C:9]1[C:18]2[C:13](=[CH:14][C:15]([O:21][CH3:22])=[CH:16][C:17]=2[O:19][CH3:20])[C:12]([C:23]([N:25]2[CH2:34][CH2:33][C:32]3[C:27](=[CH:28][CH:29]=[CH:30][CH:31]=3)[CH2:26]2)=[O:24])=[CH:11][N:10]=1)(C)(C)C.Cl>CCOC(C)=O>[NH2:7][CH2:8][C:9]1[C:18]2[C:13](=[CH:14][C:15]([O:21][CH3:22])=[CH:16][C:17]=2[O:19][CH3:20])[C:12]([C:23]([N:25]2[CH2:34][CH2:33][C:32]3[C:27](=[CH:28][CH:29]=[CH:30][CH:31]=3)[CH2:26]2)=[O:24])=[CH:11][N:10]=1. Reported procedure: A solution of [4-(3,4-dihydro-1H-isoquinoline-2-carbonyl)-6,8-dimethoxy-isoquinolin-1-ylmethyl]-carbamic acid tert-butyl ester (79 mg, 0.17 mmol) in 3 mL of EtOAc was stirred at room temperature, and 2 mL of HCl (3.2 M in EtOAc) was added. After stirring at room temperature overnight (deprotection is typically complete after 4-8 hours) the solvent was removed under reduced pressure and the residue was triturated with ether to give 75 mg of product as the HCl salt. H1-NMR (DMSO): δ, 8.42 (br s, 1...